Task: describe an organic reaction: reactants, conditions, products, and yield. Dataset: the Open Reaction Database (ORD), a public repository of structured organic reaction records Starting materials: CS(C)=O, CCOC(C)=O, CCN(C(C)C)C(C)C, FC(F)(F)c1ccc(-c2cc3nc(CN4CCOCC4)nn3c(Cl)n2)cc1, O=C(O)C(F)(F)F, N#Cc1ccc(NCCN)nc1. Product: N#Cc1ccc(NCCNc2nc(-c3ccc(C(F)(F)F)cc3)cc3nc(CN4CCOCC4)nn23)nc1. As a reaction SMILES: [CH3:47][S:48]([CH3:49])=[O:50].[CH3:60][CH2:61][O:62][C:63](=[O:64])[CH3:65].[CH:51]([N:52]([CH2:53][CH3:54])[CH:55]([CH3:56])[CH3:57])([CH3:58])[CH3:59].[Cl:1][c:2]1[n:3][c:4](-[c:18]2[cH:19][cH:20][c:21]([C:24]([F:25])([F:26])[F:27])[cH:22][cH:23]2)[cH:5][c:6]2[n:7]1[n:8][c:9]([CH2:11][N:12]1[CH2:13][CH2:14][O:15][CH2:16][CH2:17]1)[n:10]2.[F:28][C:29]([F:30])([F:31])[C:32]([OH:33])=[O:34].[NH2:35][CH2:36][CH2:37][NH:38][c:39]1[n:40][cH:41][c:42]([C:43]#[N:44])[cH:45][cH:46]1>>[c:2]1([NH:35][CH2:36][CH2:37][NH:38][c:39]2[n:40][cH:41][c:42]([C:43]#[N:44])[cH:45][cH:46]2)[n:3][c:4](-[c:18]2[cH:19][cH:20][c:21]([C:24]([F:25])([F:26])[F:27])[cH:22][cH:23]2)[cH:5][c:6]2[n:7]1[n:8][c:9]([CH2:11][N:12]1[CH2:13][CH2:14][O:15][CH2:16][CH2:17]1)[n:10]2. Starting materials: CC(=O)[O-], CN(C)C=O, CS(C)=O, O=Cc1c[nH]c2ccc(-c3ccc4[nH]cnc4c3)cc12, C[N+](=O)[O-], [NH4+]. The product is O=[N+]([O-])C=Cc1c[nH]c2ccc(-c3ccc4[nH]cnc4c3)cc12. RXN SMILES: [CH3:22][C:23](=[O:24])[O-:25].[CH3:30][N:31]([CH3:32])[CH:33]=[O:34].[CH3:35][S:36](=[O:37])[CH3:38].[CH:1](=[O:2])[c:3]1[cH:4][nH:5][c:6]2[cH:7][cH:8][c:9](-[c:12]3[cH:13][c:14]4[c:15]([nH:16][cH:17][n:18]4)[cH:19][cH:20]3)[cH:10][c:11]12.[N+:26](=[O:27])([O-:28])[CH3:29].[NH4+:21]>>[CH:1]([c:3]1[cH:4][nH:5][c:6]2[cH:7][cH:8][c:9](-[c:12]3[cH:13][c:14]4[c:15]([nH:16][cH:17][n:18]4)[cH:19][cH:20]3)[cH:10][c:11]12)=[CH:29][N+:26](=[O:27])[O-:28]. The reactants are C([O-])([O-])=O.[Cs+].[Cs+] (cesium carbonate), BrC=1C=C(C(=NC1C=1OC=CN1)N)[N+](=O)[O-] (5-bromo-3-nitro-6-(1,3-oxazol-2-yl)pyridin-2-amine), CC1(OB(OC1(C)C)C1=CC=NC=C1)C (4-(4,4,5,5-tetramethyl-1,3,2-dioxaborolan-2-yl)pyridine), aqueous solution. Reagents/catalysts: ClCCl.[Pd](Cl)Cl.C1(=CC=CC=C1)P([C-]1C=CC=C1)C1=CC=CC=C1.[C-]1(C=CC=C1)P(C1=CC=CC=C1)C1=CC=CC=C1.[Fe+2] (1,1′-bis(diphenylphosphino)ferrocene-palladium(II) dichloride dichloromethane). Solvent: O1CCOCC1 (dioxane). Run at temperature 95 celsius, time 20 hour. Product: [N+](=O)([O-])C=1C=C(C(=NC1N)C=1OC=CN1)C1=CC=NC=C1 (5-Nitro-2-(1,3-oxazol-2-yl)-3,4′-bipyridin-6-amine). Isolated yield 64.8%. As a reaction SMILES: Br[C:2]1[CH:3]=[C:4]([N+:14]([O-:16])=[O:15])[C:5]([NH2:13])=[N:6][C:7]=1[C:8]1[O:9][CH:10]=[CH:11][N:12]=1.CC1(C)C(C)(C)OB([C:25]2[CH:30]=[CH:29][N:28]=[CH:27][CH:26]=2)O1.C(=O)([O-])[O-].[Cs+].[Cs+]>ClCCl.[Pd](Cl)Cl.C1(P(C2C=CC=CC=2)[C-]2C=CC=C2)C=CC=CC=1.[C-]1(P(C2C=CC=CC=2)C2C=CC=CC=2)C=CC=C1.[Fe+2].O1CCOCC1>[N+:14]([C:4]1[CH:3]=[C:2]([C:25]2[CH:30]=[CH:29][N:28]=[CH:27][CH:26]=2)[C:7]([C:8]2[O:9][CH:10]=[CH:11][N:12]=2)=[N:6][C:5]=1[NH2:13])([O-:16])=[O:15] |f:2.3.4,5.6.7.8.9|. Procedure details: An oven-dried resealable Schlenk tube was charged with 5-bromo-3-nitro-6-(1,3-oxazol-2-yl)pyridin-2-amine (0.141 g, 0.49 mmol), 4-(4,4,5,5-tetramethyl-1,3,2-dioxaborolan-2-yl)pyridine (0.203 g, 0.99 mmol), dioxane (5 mL) and a 2M aqueous solution of cesium carbonate (0.74 mL, 1.48 mmol). The Schlenk tube was subjected to three cycles of evacuation-backfilling with argon, and 1,1′-bis(diphenylphosphino)ferrocene-palladium(II) dichloride dichloromethane complex [PdCl2dppf.DCM] (0.024 g, 0.03 mmol)... Reported procedure: To a stirred mixture of 2-(2-bromo-5-methoxyphenyl)ethanol (1.5 g, 6.5 mmol) and dihydropyran (13.0 mmol) in dry dichloromethane (30 ml) was added camphor sulfonic acid (0.3 mmol) under nitrogen at 0° C. for 1 hour. The reaction mixture was quenched with saturated sodium bicarbonate solution, and extracted with dichloromethane. The organic extracts were washed with brine, dried over magnesium sulfate, and concentrated to give a crude product. This was purified by silica-gel column chromatography... The reactants are BrC1=C(C=C(C=C1)OC)CCO (2-(2-bromo-5-methoxyphenyl)ethanol), O1CCCC=C1 (dihydropyran). Product: BrC1=C(C=C(C=C1)OC)CCOC1OCCCC1 (2-(2-(2-Bromo-5-methoxyphenyl)ethoxy)tetrahydropyran). Isolated yield 100.1%. RXN SMILES: [Br:1][C:2]1[CH:7]=[CH:6][C:5]([O:8][CH3:9])=[CH:4][C:3]=1[CH2:10][CH2:11][OH:12].[O:13]1[CH:18]=[CH:17][CH2:16][CH2:15][CH2:14]1>ClCCl.C12(CS(O)(=O)=O)C(C)(C)C(CC1)CC2=O>[Br:1][C:2]1[CH:7]=[CH:6][C:5]([O:8][CH3:9])=[CH:4][C:3]=1[CH2:10][CH2:11][O:12][CH:14]1[CH2:15][CH2:16][CH2:17][CH2:18][O:13]1. Reagents/catalysts: C12(C(=O)CC(CC1)C2(C)C)CS(=O)(=O)O (camphor sulfonic acid). Run in ClCCl (dichloromethane). The reactants are FC=1C=C(C=CC1)C1=NNC(C2=CC(=CC=C12)OC)=O (4-(3-fluorophenyl)-7-methoxyphthalazin-1(2H)-one), [Li+].C[Si](C)(C)[N-][Si](C)(C)C (LiHMDS), BrCC(=O)N(C1=CC2=C(N=C(O2)C)C=C1)C (2-Bromo-N-methyl-N-(2-methylbenzo[d]oxazol-6-yl)acetamide). Solvent: C1CCOC1 (THF), C1CCOC1 (THF), O (water). Reaction conditions: time 30 minute. Product: FC=1C=C(C=CC1)C1=NN(C(C2=CC(=CC=C12)OC)=O)CC(=O)N(C1=CC2=C(N=C(O2)C)C=C1)C (2-(4-(3-fluorophenyl)-7-methoxy-1-oxophthalazin-2(1H)-yl)-N-methyl-N-(2-methylbenzo[d]oxazol-6-yl)acetamide). Yield: 74.4%. As a reaction SMILES: [F:1][C:2]1[CH:3]=[C:4]([C:8]2[C:17]3[C:12](=[CH:13][C:14]([O:18][CH3:19])=[CH:15][CH:16]=3)[C:11](=[O:20])[NH:10][N:9]=2)[CH:5]=[CH:6][CH:7]=1.[Li+].C[Si]([N-][Si](C)(C)C)(C)C.Br[CH2:32][C:33]([N:35]([CH3:46])[C:36]1[CH:45]=[CH:44][C:39]2[N:40]=[C:41]([CH3:43])[O:42][C:38]=2[CH:37]=1)=[O:34]>C1COCC1.O>[F:1][C:2]1[CH:3]=[C:4]([C:8]2[C:17]3[C:12](=[CH:13][C:14]([O:18][CH3:19])=[CH:15][CH:16]=3)[C:11](=[O:20])[N:10]([CH2:32][C:33]([N:35]([CH3:46])[C:36]3[CH:45]=[CH:44][C:39]4[N:40]=[C:41]([CH3:43])[O:42][C:38]=4[CH:37]=3)=[O:34])[N:9]=2)[CH:5]=[CH:6][CH:7]=1 |f:1.2|. Reported procedure: A 0° C. solution of 4-(3-fluorophenyl)-7-methoxyphthalazin-1(2H)-one (7.0 g, 25.9 mmol) in THF (160 mL) was treated with LiHMDS (1M in THF) (38 mL, 38 mmol) and stirred for 30 min. 2-Bromo-N-methyl-N-(2-methylbenzo[d]oxazol-6-yl)acetamide (7.33 g, 25.9 mmol) in THF (40 mL) was added dropwise and stirring was maintained at rt for 16 h. The reaction mixture was diluted with water (200 mL) and the product extracted with EtOAc (3×150 mL). The organics were washed with brine (100 mL), dried over Na2S... The reactants are CC#N, CCCCCCI, [K+], [K+], O=C([O-])[O-], O, Oc1cccc2ccccc12. Product: CCCCCCOc1cccc2ccccc12. As a reaction SMILES: [CH3:26][C:27]#[N:28].[I:12][CH2:13][CH2:14][CH2:15][CH2:16][CH2:17][CH3:18].[K+:19].[K+:20].[O-:21][C:22]([O-:23])=[O:24].[OH2:25].[OH:1][c:2]1[cH:3][cH:4][cH:5][c:6]2[cH:7][cH:8][cH:9][cH:10][c:11]12>>[O:1]([c:2]1[cH:3][cH:4][cH:5][c:6]2[cH:7][cH:8][cH:9][cH:10][c:11]12)[CH2:13][CH2:14][CH2:15][CH2:16][CH2:17][CH3:18].